Dataset: the Open Reaction Database (ORD), a public repository of structured organic reaction records. Task: describe an organic reaction: reactants, conditions, products, and yield The reactants are [N+](=O)([O-])C=1C=C(C=CC1)C1=CC=C(N=N1)Cl (6-(m-nitrophenyl)-3-chloropyridazine), C(NN)(=O)OC (methyl carbazate), C(CCC)O (n-butanol). The product is [N+](=O)([O-])C=1C=C(C=CC1)C1=C(C=C(N=N1)NNC(=O)OC)C (Methyl 3-[6-(m-nitrophenyl)-5-methyl-3-pyridazinyl]carbazate). As a reaction SMILES: [N+:1]([C:4]1[CH:5]=[C:6]([C:10]2[N:15]=[N:14][C:13](Cl)=[CH:12][CH:11]=2)[CH:7]=[CH:8][CH:9]=1)([O-:3])=[O:2].[C:17]([O:21][CH3:22])(=[O:20])[NH:18][NH2:19].[CH2:23](O)CCC>>[N+:1]([C:4]1[CH:5]=[C:6]([C:10]2[N:15]=[N:14][C:13]([NH:19][NH:18][C:17]([O:21][CH3:22])=[O:20])=[CH:12][C:11]=2[CH3:23])[CH:7]=[CH:8][CH:9]=1)([O-:3])=[O:2]. Reported procedure: A mixture of 11.4 g. of 6-(m-nitrophenyl)-3-chloropyridazine, 8.25 g. of methyl carbazate and 150 ml. of n-butanol is refluxed for 3 hours. The solvent is removed and the oily redisue stirred with cold water. The solid is filtered to give 11.5 g. of crystals which are recrystallized from methanol-petroleum ether to give off-white crystals, m.p. 198°-199° C. Reactants: FC(C1=CC(=NC=2N1C=NC2C(=O)O)C2=CC=C(C=C2)C(F)(F)F)(F)F (4-trifluoromethyl-2-(4-trifluoromethyl-phenyl)-imidazo[1,5-a]pyrimidine-8-carboxylic acid), ONC(=N)C=1SC(=CC1)S(N)(=O)=O (N-hydroxy-5-sulfamoyl-thiophene-2-carboxamidine). Yields the product FC(C1=CC(=NC=2N1C=NC2C2=NC(=NO2)C2=CC=C(S2)S(=O)(=O)N)C2=CC=C(C=C2)C(F)(F)F)(F)F (5-{5-[4-Trifluoromethyl-2-(4-trifluoromethyl-phenyl)-imidazo[1,5-a]pyrimidin-8-yl]-[1,2,4]oxadiazol-3-yl}-thiophene-2-sulfonic Acid Amide). Reaction SMILES: [F:1][C:2]([F:26])([F:25])[C:3]1[N:8]2[CH:9]=[N:10][C:11]([C:12]([OH:14])=O)=[C:7]2[N:6]=[C:5]([C:15]2[CH:20]=[CH:19][C:18]([C:21]([F:24])([F:23])[F:22])=[CH:17][CH:16]=2)[CH:4]=1.O[NH:28][C:29]([C:31]1[S:32][C:33]([S:36](=[O:39])(=[O:38])[NH2:37])=[CH:34][CH:35]=1)=[NH:30]>>[F:26][C:2]([F:1])([F:25])[C:3]1[N:8]2[CH:9]=[N:10][C:11]([C:12]3[O:14][N:30]=[C:29]([C:31]4[S:32][C:33]([S:36]([NH2:37])(=[O:39])=[O:38])=[CH:34][CH:35]=4)[N:28]=3)=[C:7]2[N:6]=[C:5]([C:15]2[CH:16]=[CH:17][C:18]([C:21]([F:22])([F:23])[F:24])=[CH:19][CH:20]=2)[CH:4]=1. Procedure: The title compound was prepared from 4-trifluoromethyl-2-(4-trifluoromethyl-phenyl)-imidazo[1,5-a]pyrimidine-8-carboxylic acid (example C.30) (188 mg, 0.5 mmol) and N-hydroxy-5-sulfamoyl-thiophene-2-carboxamidine (example B.2) (166 mg, 0.75 mmol) according to general procedure II. Obtained after purification by flash chromatography (ethyl acetate/heptane) and crystallization (dichloromethane/ethyl acetate) as a yellow solid (199 mg, 71%). MS (ISN) 559.1 [(M−H)−]; mp 295° C. Product: CCn1c(-c2nonc2N)nc2c(Cl)ncc(O)c21. Starting materials: CCn1c(-c2nonc2N)nc2c(Cl)ncc(Br)c21, C1CCOC1, COB(OC)OC, CC(C)[Mg+], [Cl-]. As a reaction SMILES: [Br:1][c:2]1[c:3]2[c:4]([c:5]([Cl:8])[n:6][cH:7]1)[n:9][c:10](-[c:14]1[c:15]([NH2:19])[n:16][o:17][n:18]1)[n:11]2[CH2:12][CH3:13].[CH2:32]1[O:33][CH2:34][CH2:35][CH2:36]1.[CH3:25][O:26][B:27]([O:28][CH3:29])[O:30][CH3:31].[CH:21]([Mg+:22])([CH3:23])[CH3:24].[Cl-:20]>>[c:2]1([OH:26])[c:3]2[c:4]([c:5]([Cl:8])[n:6][cH:7]1)[n:9][c:10](-[c:14]1[c:15]([NH2:19])[n:16][o:17][n:18]1)[n:11]2[CH2:12][CH3:13].